This data is from the Open Reaction Database (ORD), a public repository of structured organic reaction records. The task is: describe an organic reaction: reactants, conditions, products, and yield The reactants are C, CCOC(C)=O, [H][H], COCOc1ccc(C=CC(=O)c2c(O)cc(OCOC)cc2OCOC)cc1, [Pd]. The product is COCOc1ccc(CCC(=O)c2c(O)cc(OCOC)cc2OCOC)cc1. RXN SMILES: [C:32].[CH3:34][CH2:35][O:36][C:37](=[O:38])[CH3:39].[H:1][H:2].[OH:3][c:4]1[c:5]([C:6]([CH:7]=[CH:8][c:9]2[cH:10][cH:11][c:12]([O:15][CH2:16][O:17][CH3:18])[cH:13][cH:14]2)=[O:19])[c:20]([O:28][CH2:29][O:30][CH3:31])[cH:21][c:22]([O:24][CH2:25][O:26][CH3:27])[cH:23]1.[Pd:33]>>[OH:3][c:4]1[c:5]([C:6]([CH2:7][CH2:8][c:9]2[cH:10][cH:11][c:12]([O:15][CH2:16][O:17][CH3:18])[cH:13][cH:14]2)=[O:19])[c:20]([O:28][CH2:29][O:30][CH3:31])[cH:21][c:22]([O:24][CH2:25][O:26][CH3:27])[cH:23]1. Starting materials: FC1=CC=C(C=C1)O (p-fluorophenol), COC(=O)NC(SC)=NC(=O)OC (1,3-bis-methoxycarbonyl-S-methyl isothiourea), ClC=1C=C(C=CC1)O (m-chlorophenol), 1,2-diamino, C(#N)C1=CC=C(C=C1)O (p-cyanophenol), FC(C=1C=C(C=CC1)O)(F)F (m-trifluoromethylphenol), COC1=CC=C(C=C1)O (p-methoxyphenol), C1=CC(=CC=C1O)Br (p-bromophenol), m,p-dichlorophenol, C1(=CC=CC=C1)O (phenol), C(CC)OC(=O)NC(SC)=NC(=O)OCCC (1,3-bis-propoxycarbonyl-S-methyl isothiourea), C(CCC)OC(=O)NC(SC)=NC(=O)OCCCC (1,3-bis-butoxycarbonyl-S-methyl isothiourea), ClC1=C(C=CC=C1)O (o-chlorophenol), C(C)(=O)C1=CC=C(C=C1)O (p-acetylphenol), FC=1C=C(C=CC1)O (m-fluorophenol), C(C)OC(=O)NC(SC)=NC(=O)OCC (1,3-bis-ethoxycarbonyl-S-methyl isothiourea), C1=CC(=CC=C1O)C (p-cresol), o,p-dichlorophenol. Product: p-substituted phenoxy, N1=CNC2=C1C=CC=C2 (benzimidazole). Reaction SMILES: [C:1]1(O)[CH:6]=[CH:5][CH:4]=[CH:3][CH:2]=1.C1C(O)=CC=C(C)C=1.ClC1C=CC=CC=1O.ClC1C=C(O)C=CC=1.FC(F)(F)C1C=C(O)C=CC=1.C1C(O)=CC=C(Br)C=1.FC1C=CC(O)=CC=1.FC1C=C(O)C=CC=1.C(C1C=CC(O)=CC=1)(=O)C.C(C1C=CC(O)=CC=1)#N.COC1C=CC(O)=CC=1.C(OC([NH:100][C:101](=[N:104]C(OCC)=O)SC)=O)C.C(OC(NC(=NC(OCCC)=O)SC)=O)CC.C(OC(NC(=NC(OCCCC)=O)SC)=O)CCC.COC(NC(=NC(OC)=O)SC)=O>>[N:100]1[C:2]2[CH:3]=[CH:4][CH:5]=[CH:6][C:1]=2[NH:104][CH:101]=1. Procedure details: In a similar manner, using phenol, p-cresol, o-chlorophenol, m-chlorophenol, o,p-dichlorophenol, m,p-dichlorophenol, m-trifluoromethylphenol, p-bromophenol, p-fluorophenol, m-fluorophenol, p-acetylphenol, p-cyanophenol, m-hydroxyphenol, and p-methoxyphenol in place of p-chlorophenol, the corresponding 1,2-diamino-4-phenoxy (or substituted phenoxy) benzenes and 2-carbomethoxyamino-5(6)-phenoxy (or substituted phenoxy) benzimidazole compounds are prepared. Using the 1,2-diamino compounds prepared ... The reactants are C(C)(=O)OCCOC1=CC=CC2=C1CC(C=1C(=NC=CC1)O2)=CCCN2CCC(CC2)(O)C2=CC=C(C=C2)Cl (1-[3-(7-(2-Acetoxyethyl)oxy-5,11-dihydro [1]benzoxepino[2,3-b]pyridin-5-ylidene)propyl]-4-(4-chlorophenyl)piperidin-4-ol), [OH-] (hydroxide), O (Water), C(C)(=O)OCC (ethyl acetate). Solvent: C(C)O (ethanol). Product: ClC1=CC=C(C=C1)C1(CCN(CC1)CCC=C1CC2=C(OC3=NC=CC=C31)C=CC=C2OCCO)O (4-(4-Chlorophenyl)-1-[3-(5,11-dihydro-7-(2-hydroxyethyl)oxy[1]benzoxepino[2,3-b]pyridin-5-ylidene)propyl]piperidin-4-ol). RXN SMILES: C([O:4][CH2:5][CH2:6][O:7][C:8]1[C:13]2[CH2:14][C:15](=[CH:23][CH2:24][CH2:25][N:26]3[CH2:31][CH2:30][C:29]([C:33]4[CH:38]=[CH:37][C:36]([Cl:39])=[CH:35][CH:34]=4)([OH:32])[CH2:28][CH2:27]3)[C:16]3[C:17]([O:22][C:12]=2[CH:11]=[CH:10][CH:9]=1)=[N:18][CH:19]=[CH:20][CH:21]=3)(=O)C.[OH-].O.C(OCC)(=O)C>C(O)C>[Cl:39][C:36]1[CH:37]=[CH:38][C:33]([C:29]2([OH:32])[CH2:28][CH2:27][N:26]([CH2:25][CH2:24][CH:23]=[C:15]3[C:16]4[C:17](=[N:18][CH:19]=[CH:20][CH:21]=4)[O:22][C:12]4[CH:11]=[CH:10][CH:9]=[C:8]([O:7][CH2:6][CH2:5][OH:4])[C:13]=4[CH2:14]3)[CH2:31][CH2:30]2)=[CH:34][CH:35]=1. Reported procedure: To a solution of 1-[3—(7-(2-acetoxyethyl)oxy-5,11-dihydro[1]benzoxepino[2,3-b]pyridin-5-ylidene)propyl]-4—(4-chlorophenyl)piperidin-4-ol (Example 50)(140 mg) in ethanol (5 ml) were added 15% sodiun hydroxide aqueous solution (2ml) and the mixture was heated to reflux for hour. Water and ethyl acetate were added to the reaction mixture, the organic layer was separated and washed with saturated aqueous sodium chloride, and dried with magnesium sulfate.